Dataset: the Open Reaction Database (ORD), a public repository of structured organic reaction records. Task: describe an organic reaction: reactants, conditions, products, and yield Reactants: CN, CCO, O=C(c1ccccc1Cl)c1cccn1N1C(=O)c2ccccc2C1=O, O. The product is Nn1cccc1C(=O)c1ccccc1Cl. Reaction SMILES: [CH3:26][NH2:27].[CH3:28][CH2:29][OH:30].[Cl:1][c:2]1[c:3]([C:4](=[O:5])[c:6]2[n:7]([N:11]3[C:12](=[O:13])[c:14]4[cH:15][cH:16][cH:17][cH:18][c:19]4[C:20]3=[O:21])[cH:8][cH:9][cH:10]2)[cH:22][cH:23][cH:24][cH:25]1.[OH2:31]>>[Cl:1][c:2]1[c:3]([C:4](=[O:5])[c:6]2[n:7]([NH2:11])[cH:8][cH:9][cH:10]2)[cH:22][cH:23][cH:24][cH:25]1. Solvent: C(C)(=O)O (acetic acid). As a reaction SMILES: ClC1C=CC=C(C(OO)=[O:9])C=1.[OH:12][CH2:13][CH2:14][CH:15]1[C:24]2[C:19](=[CH:20][C:21]([CH2:26][CH2:27][CH2:28][S:29][CH2:30][CH2:31][CH2:32][CH3:33])=[CH:22][C:23]=2[OH:25])[N:18]([CH3:34])[CH:17]([CH3:35])[CH2:16]1.C(Cl)(Cl)Cl>C(O)(=O)C>[OH:12][CH2:13][CH2:14][CH:15]1[C:24]2[C:19](=[CH:20][C:21]([CH2:26][CH2:27][CH2:28][S:29]([CH2:30][CH2:31][CH2:32][CH3:33])=[O:9])=[CH:22][C:23]=2[OH:25])[N:18]([CH3:34])[CH:17]([CH3:35])[CH2:16]1. Product: OCCC1CC(N(C2=CC(=CC(=C12)O)CCCS(=O)CCCC)C)C (Butyl 3-[4-(2-hydroxyethyl)-5-hydroxy-1,2-dimethyl-1,2,3,4-tetrahydroquinolin-7-yl]propyl sulfoxide). Reaction conditions: time 1 hour. Procedure details: Equimolar amounts of m-chloroperbenzoic acid and dl-4-(2-hydroxyethyl)-5-hydroxy-1,2-dimethyl-7-(4-thiaoctyl)-1,2,3,4-tetrahydroquinoline are added to a mixture of chloroform and acetic acid (2:1 v/v) and the mixture stirred at room temperature for one hour. The mixture is washed with water, the organic phase dried (MgSO4) and evaporated to dryness at reduced pressure to afford the title compound. Starting materials: ClC1=CC(=CC=C1)C(=O)OO (m-chloroperbenzoic acid), OCCC1CC(N(C2=CC(=CC(=C12)O)CCCSCCCC)C)C (4-(2-hydroxyethyl)-5-hydroxy-1,2-dimethyl-7-(4-thiaoctyl)-1,2,3,4-tetrahydroquinoline), C(Cl)(Cl)Cl (chloroform). Starting materials: CCS(=O)[O-], CN(C)C=O, Cc1ncc([N+](=O)[O-])n1CCI, [Na+]. Yields the product CCS(=O)(=O)CCn1c([N+](=O)[O-])cnc1C. RXN SMILES: [CH2:13]([CH3:14])[S:15](=[O:16])[O-:17].[CH3:19][N:20]([CH3:21])[CH:22]=[O:23].[I:1][CH2:2][CH2:3][n:4]1[c:5]([CH3:12])[n:6][cH:7][c:8]1[N+:9](=[O:10])[O-:11].[Na+:18]>>[CH2:2]([CH2:3][n:4]1[c:5]([CH3:12])[n:6][cH:7][c:8]1[N+:9](=[O:10])[O-:11])[S:15]([CH2:13][CH3:14])(=[O:16])=[O:17]. Reactants: COc1ccc(OC)c(CCl)c1, CCO, CSC(=S)N1CCNCC1, [Na+], [Na+], O=C([O-])[O-]. Product: COc1ccc(OC)c(CN2CCN(C(=S)SC)CC2)c1. Reaction SMILES: [CH3:1][O:2][c:3]1[c:4]([CH2:5][Cl:6])[cH:7][c:8]([O:11][CH3:12])[cH:9][cH:10]1.[CH3:29][CH2:30][OH:31].[N:13]1([C:19](=[S:20])[S:21][CH3:22])[CH2:14][CH2:15][NH:16][CH2:17][CH2:18]1.[Na+:23].[Na+:24].[O-:25][C:26](=[O:27])[O-:28]>>[CH3:1][O:2][c:3]1[c:4]([CH2:5][N:16]2[CH2:15][CH2:14][N:13]([C:19](=[S:20])[S:21][CH3:22])[CH2:18][CH2:17]2)[cH:7][c:8]([O:11][CH3:12])[cH:9][cH:10]1. Reactants: OC1=C(SC(=C1)N1C=NC=2C=NC(=CC21)C(NCCOC)=O)C(=O)OC (methyl 3-hydroxy-5-{6-[(2-methoxyethyl)carbamoyl]-1H-imidazo[4,5-c]pyridin-1-yl}thiophene-2-carboxylate), OC1=C(SC(=C1)N1C=NC=2C=NC(=CC21)C(NCCOC)=O)C(=O)OC (methyl 3-hydroxy-5-{6-[(2-methoxyethyl)carbamoyl]-1H-imidazo[4,5-c]pyridin-1-yl}thiophene-2-carboxylate), C(=O)([O-])[O-].[K+].[K+] (K2CO3), BrCC1=C(C=CC=C1)C(F)(F)F (1-(bromomethyl)-2-(trifluoromethyl)benzene), ice water. Run in CN(C=O)C (N,N-dimethylformamide). Run at time 12 hour. Yields the product COCCNC(=O)C1=CC2=C(C=N1)N=CN2C2=CC(=C(S2)C(=O)OC)OCC2=C(C=CC=C2)C(F)(F)F (Methyl 5-{6-[(2-methoxyethyl)carbamoyl]-1H-imidazo[4,5-c]pyridin-1-yl}-3-{[2-(trifluoromethyl)benzyl]oxy}thiophene-2-carboxylate). As a reaction SMILES: [OH:1][C:2]1[CH:6]=[C:5]([N:7]2[C:15]3[CH:14]=[C:13]([C:16](=[O:22])[NH:17][CH2:18][CH2:19][O:20][CH3:21])[N:12]=[CH:11][C:10]=3[N:9]=[CH:8]2)[S:4][C:3]=1[C:23]([O:25][CH3:26])=[O:24].C([O-])([O-])=O.[K+].[K+].Br[CH2:34][C:35]1[CH:40]=[CH:39][CH:38]=[CH:37][C:36]=1[C:41]([F:44])([F:43])[F:42]>CN(C)C=O>[CH3:21][O:20][CH2:19][CH2:18][NH:17][C:16]([C:13]1[N:12]=[CH:11][C:10]2[N:9]=[CH:8][N:7]([C:5]3[S:4][C:3]([C:23]([O:25][CH3:26])=[O:24])=[C:2]([O:1][CH2:34][C:35]4[CH:40]=[CH:39][CH:38]=[CH:37][C:36]=4[C:41]([F:42])([F:43])[F:44])[CH:6]=3)[C:15]=2[CH:14]=1)=[O:22] |f:1.2.3|. Procedure details: To a solution of 1.5 g of methyl 3-hydroxy-5-{6-[(2-methoxyethyl)carbamoyl]-1H-imidazo[4,5-c]pyridin-1-yl}thiophene-2-carboxylate (compound C5) in 10 ml anhydrous N,N-dimethylformamide were added 610 mg K2CO3 and 1.14 g 1-(bromomethyl)-2-(trifluoromethyl)benzene under a nitrogen atmosphere. The reaction mixture was stirred for 12 h at room temperature, poured into 400 ml of ice water and the resulting precipitate was filtered. The filter cake was washed with water, dissolved in 300 ml ethyl acet... The reactants are N1N=CC2=C(C=CC=C12)C=1N=C(C2=C(N1)C=C(S2)C(=O)O)N2CCOCC2 (2-(1H-Indazol-4-yl)-4-morpholinothieno[3,2-d]pyrimidine-6-carboxylic acid), N1CCOCC1 (morpholine). Product: N1N=CC2=C(C=CC=C12)C=1N=C(C2=C(N1)C=C(S2)C(=O)N2CCOCC2)N2CCOCC2 ((2-(1H-indazol-4-yl)-4-morpholinothieno[3,2-d]pyrimidin-6-yl)(morpholino)methanone). RXN SMILES: [NH:1]1[C:9]2[C:4](=[C:5]([C:10]3[N:11]=[C:12]([N:22]4[CH2:27][CH2:26][O:25][CH2:24][CH2:23]4)[C:13]4[S:18][C:17]([C:19]([OH:21])=O)=[CH:16][C:14]=4[N:15]=3)[CH:6]=[CH:7][CH:8]=2)[CH:3]=[N:2]1.[NH:28]1[CH2:33][CH2:32][O:31][CH2:30][CH2:29]1>>[NH:1]1[C:9]2[C:4](=[C:5]([C:10]3[N:11]=[C:12]([N:22]4[CH2:27][CH2:26][O:25][CH2:24][CH2:23]4)[C:13]4[S:18][C:17]([C:19]([N:28]5[CH2:33][CH2:32][O:31][CH2:30][CH2:29]5)=[O:21])=[CH:16][C:14]=4[N:15]=3)[CH:6]=[CH:7][CH:8]=2)[CH:3]=[N:2]1. Procedure: 2-(1H-Indazol-4-yl)-4-morpholinothieno[3,2-d]pyrimidine-6-carboxylic acid 13 (30 mg) was coupled to morpholine via General Procedure B. The product was purified via reverse phase HPLC to give 8.7 mg of 252. MS (Q1) 450.8 (M)+. Starting materials: resultant mixture, C1(CC1)C1=C([O-])C(=CC=C1)C.[Na+] (sodium 2-cyclopropyl-6-methylphenoxide), C(C)C(CO)CCCC (2-ethyl-1-hexanol), C1(CC1)C1=C(C(=CC=C1)C)O (2-cyclopropyl-6-methylphenol), OC1=C(N=NC(=C1)Cl)Cl (4-hydroxy-3,6-dichloropyridazine). Run in C1(=CC=CC=C1)C (toluene), O (water). Run at time 30 minute. Product: ClC1=CC(=C(N=N1)OC1=C(C=CC=C1C)C1CC1)O (6-chloro-3-(2-cyclopropyl-6-methylphenoxy)-4-pyridazinol). Isolated yield 68.7%. As a reaction SMILES: [CH:1]1([C:4]2[CH:10]=[CH:9][CH:8]=[C:7]([CH3:11])[C:5]=2[O-:6])[CH2:3][CH2:2]1.[Na+].C(C(CCCC)CO)C.[OH:22][C:23]1[CH:28]=[C:27]([Cl:29])[N:26]=[N:25][C:24]=1Cl.C1(C2C=CC=C(C)C=2O)CC1>C1(C)C=CC=CC=1.O>[Cl:29][C:27]1[N:26]=[N:25][C:24]([O:6][C:5]2[C:7]([CH3:11])=[CH:8][CH:9]=[CH:10][C:4]=2[CH:1]2[CH2:3][CH2:2]2)=[C:23]([OH:22])[CH:28]=1 |f:0.1|. Reported procedure: To a mixture of 25.5 g (150 mmol) of sodium 2-cyclopropyl-6-methylphenoxide and 12.5 g of 2-ethyl-1-hexanol was added 2.5 g (purity: 99%; 15.0 mmol) of 4-hydroxy-3,6-dichloropyridazine at room temperature. Then, the resultant mixture was heated from room temperature to 140° C. to effect a reaction for 3 hours. After completion of the reaction, the reaction mixture was cooled to room temperature, and 100 g of pure water and 120 g of toluene were added to the cooled mixture, and stirred for 30 min...